Dataset: the Open Reaction Database (ORD), a public repository of structured organic reaction records. Task: describe an organic reaction: reactants, conditions, products, and yield As a reaction SMILES: [CH:29]([OH:30])([CH3:31])[CH3:32].[Cl:1][c:2]1[cH:3][cH:4][n:5][c:6]2[cH:7][c:8]([O:12][CH3:13])[cH:9][n:10][c:11]12.[NH2:14][CH2:15][CH2:16][n:17]1[c:18](=[O:28])[cH:19][cH:20][c:21](-[c:23]2[s:24][cH:25][cH:26][cH:27]2)[cH:22]1>>[c:2]1([NH:14][CH2:15][CH2:16][n:17]2[c:18](=[O:28])[cH:19][cH:20][c:21](-[c:23]3[s:24][cH:25][cH:26][cH:27]3)[cH:22]2)[cH:3][cH:4][n:5][c:6]2[cH:7][c:8]([O:12][CH3:13])[cH:9][n:10][c:11]12. Product: COc1cnc2c(NCCn3cc(-c4cccs4)ccc3=O)ccnc2c1. Starting materials: CC(C)O, COc1cnc2c(Cl)ccnc2c1, NCCn1cc(-c2cccs2)ccc1=O. The reactants are [N+](=O)([O-])C=1C=CC2=C(CCOCC2)C1 (2-Nitro-5,6,8,9-tetrahydro-7-oxa-benzocycloheptene), [H][H] (hydrogen). The reagents and catalysts are [Pd] (Palladium). Run in CO (methanol). Yields the product C1=C(C=CC2=C1CCOCC2)N (5,6,8,9-tetrahydro-7-oxa-benzocyclohepten-2-ylamine). RXN SMILES: [N+:1]([C:4]1[CH:5]=[CH:6][C:7]2[CH2:13][CH2:12][O:11][CH2:10][CH2:9][C:8]=2[CH:14]=1)([O-])=O.[H][H]>CO.[Pd]>[CH:14]1[C:8]2[CH2:9][CH2:10][O:11][CH2:12][CH2:13][C:7]=2[CH:6]=[CH:5][C:4]=1[NH2:1]. Procedure: 2-Nitro-5,6,8,9-tetrahydro-7-oxa-benzocycloheptene (270 mg/1.3 mmol) was dissolved in anhydrous methanol (ca. 10 mL) and the solution added to a Parr flask. Palladium (10% on charcoal) was added carefully and the mixture shaken under 40 psi of hydrogen for 2 hours. The mixture was then filtered and the colorless filtrate concentrated onto celite. Chromatography on an amine-bonded column (eluting with 0→60% ethyl acetate/hexanes) afforded 5,6,8,9-tetrahydro-7-oxa-benzocyclohepten-2-ylamine as a c... Conditions: time 1 hour. Yields the product BrC1=NC=C(C=C1C)Br (2,5-Dibromo-3-methyl-pyridine). RXN SMILES: [Br:1][C:2]1[CH:3]=[C:4]([CH3:9])[C:5](N)=[N:6][CH:7]=1.[BrH:10].BrBr.N([O-])=O.[Na+].[OH-].[Na+]>>[Br:10][C:5]1[C:4]([CH3:9])=[CH:3][C:2]([Br:1])=[CH:7][N:6]=1 |f:3.4,5.6|. The reactants are final mixture, N(=O)[O-].[Na+] (NaNO2), BrC=1C=C(C(=NC1)N)C (5-Bromo-3-methyl-pyridin-2-ylamine), Br (HBr), final mixture, BrBr (Bromine), [OH-].[Na+] (NaOH). Procedure details: 5-Bromo-3-methyl-pyridin-2-ylamine (1.0 eq.) was added portionwise to aqueous HBr (48%; 1.0M). The mixture was stirred 1 h at rt then cooled to −20° C. Bromine (2.8 eq.) was added dropwise followed by a aqueous solution of NaNO2 (1.0M; 2.7 eq.). The final mixture was warmed to rt and stirred for 2 h. The mixture was cooled back to −20° C. then aqueous NaOH (1.0M; 3.0 eq.) was added dropwise over 1 h. The final mixture was warmed to rt and extracted with Et2O (2×). The combined organic extracts w... Reactants: IC (iodomethane), IC (Iodomethane), FC(C(=O)O)(F)F.CC(C)C1=NOC(=N1)N1CCC(CC1)COC1=CC=C(C=C1)C1=CC=C(C=C1)S(=O)(=O)NCCN1CCOCC1 (4′-[({1-[3-(1-Methylethyl)-1,2,4-oxadiazol-5-yl]-4-piperidinyl}methyl)oxy]-N-[2-(4-morpholinyl)ethyl]-4-biphenylsulfonamide trifluoroacetate), [OH-].[K+] (KOH), IC (iodomethane). Run in CCO (EtOH). Conditions: time 8 hour. The product is C(=O)(C(F)(F)F)O (TFA), FC(C(=O)O)(F)F.CN(S(=O)(=O)C1=CC=C(C=C1)C1=CC=C(C=C1)OCC1CCN(CC1)C1=NC(=NO1)C(C)C)CCN1CCOCC1 (N-Methyl-4′-[({1-[3-(1-methylethyl)-1,2,4-oxadiazol-5-yl]-4-piperidinyl}methyl)oxy]-N-[2-(4-morpholinyl)ethyl]-4-biphenylsulfonamide trifluoroacetate). Yield: 116.7%. RXN SMILES: IC.[F:3][C:4]([F:9])([F:8])[C:5]([OH:7])=[O:6].[CH3:10][CH:11]([C:13]1[N:17]=[C:16]([N:18]2[CH2:23][CH2:22][CH:21]([CH2:24][O:25][C:26]3[CH:31]=[CH:30][C:29]([C:32]4[CH:37]=[CH:36][C:35]([S:38]([NH:41][CH2:42][CH2:43][N:44]5[CH2:49][CH2:48][O:47][CH2:46][CH2:45]5)(=[O:40])=[O:39])=[CH:34][CH:33]=4)=[CH:28][CH:27]=3)[CH2:20][CH2:19]2)[O:15][N:14]=1)[CH3:12].[OH-].[K+]>CCO>[C:5]([OH:7])([C:4]([F:9])([F:8])[F:3])=[O:6].[F:3][C:4]([F:9])([F:8])[C:5]([OH:7])=[O:6].[CH3:4][N:41]([CH2:42][CH2:43][N:44]1[CH2:45][CH2:46][O:47][CH2:48][CH2:49]1)[S:38]([C:35]1[CH:36]=[CH:37][C:32]([C:29]2[CH:30]=[CH:31][C:26]([O:25][CH2:24][CH:21]3[CH2:20][CH2:19][N:18]([C:16]4[O:15][N:14]=[C:13]([CH:11]([CH3:10])[CH3:12])[N:17]=4)[CH2:23][CH2:22]3)=[CH:27][CH:28]=2)=[CH:33][CH:34]=1)(=[O:40])=[O:39] |f:1.2,3.4,7.8|. Reported procedure: Iodomethane (0.004 mL, 0.07 mmol) was added to a solution of 4′-[({1-[3-(1-methylethyl)-1,2,4-oxadiazol-5-yl]-4-piperidinyl}methyl)oxy]-N-[2-(4-morpholinyl)ethyl]-4-biphenylsulfonamide trifluoroacetate (Example 109, 46 mg, 0.07 mmol) and KOH (12 mg, 0.21 mmol) in EtOH (1 mL) at ambient temperature. The mixture was stirred at ambient temperature overnight. The mixture was charged with additional iodomethane (0.006 mL, 0.11 mmol), and stirred at ambient temperature overnight. The mixture was charg... Reactants: [H-].[Na+] (sodium hydride), FC1=C(CBr)C=C(C=C1)Br (2-fluoro-5-bromobenzyl bromide), CN(C)CCCCO (4-(N,N-dimethylamino)butanol). Run in CN(C=O)C (N,N-dimethylformamide). Product: CN(C)CCCCOCC1=C(C=CC(=C1)Br)F (N,N-dimethyl-4-[2-fluoro-5-bromobenzyloxy]butylamine). RXN SMILES: [F:1][C:2]1[CH:9]=[CH:8][C:7]([Br:10])=[CH:6][C:3]=1[CH2:4]Br.[H-].[Na+].[CH3:13][N:14]([CH2:16][CH2:17][CH2:18][CH2:19][OH:20])[CH3:15]>CN(C)C=O>[CH3:13][N:14]([CH2:16][CH2:17][CH2:18][CH2:19][O:20][CH2:4][C:3]1[CH:6]=[C:7]([Br:10])[CH:8]=[CH:9][C:2]=1[F:1])[CH3:15] |f:1.2|. Procedure: In a 50 ml flask, under a nitrogen atmosphere, 2-fluoro-5-bromobenzyl bromide (967 mg, 3.61 mmol) was dissolved in N,N-dimethylformamide (3.5 ml). To this solution sodium hydride (60%, 245 mg, 6.14 mmol) was added and the resulting mixture was stirred for ten minutes. To the reaction mixture 4-(N,N-dimethylamino)butanol (633 mg, 5.41 mmol) was added and the rsulting mixture was stirred for six hours. The progress of the reaction was monitored by thin layer chromatography. The reaction mixture wa... Reactants: NC1C(N(C2=C(N(C1=O)C)C=CC(=C2)Cl)C2=CC=CC=C2)=O (3-amino-2,4-dioxo-7-chloro-1-methyl-5-phenyl-2,3,4,5-tetrahydro-1H-1,5-benzodiazepine), N1C(=CC2=CC=CC=C12)C(=O)O (2-indol carboxylic acid), 1-ethyl-3-(3-dimethylamino)-propyl carbodiimide, ON1N=NC2=C1C=CC=C2 (1-hydroxy benzotriazole). Solvent: ClCCl (dichloromethane). Conditions: time 18 hour. Yields the product ClC1=CC2=C(N(C(C(C(N2C2=CC=CC=C2)=O)NC(=O)C=2NC3=CC=CC=C3C2)=O)C)C=C1 (N-(7-chloro-2,4-dioxo-1-methyl-5-phenyl-2,3,4,5-tetrahydro-1H-1,5-benzodiazepin-3-yl)-1H-indole-2-carboxamide). Yield: 59.3%. Reaction SMILES: [NH2:1][CH:2]1[C:8](=[O:9])[N:7]([CH3:10])[C:6]2[CH:11]=[CH:12][C:13]([Cl:15])=[CH:14][C:5]=2[N:4]([C:16]2[CH:21]=[CH:20][CH:19]=[CH:18][CH:17]=2)[C:3]1=[O:22].[NH:23]1[C:31]2[C:26](=[CH:27][CH:28]=[CH:29][CH:30]=2)[CH:25]=[C:24]1[C:32](O)=[O:33].ON1C2C=CC=CC=2N=N1>ClCCl>[Cl:15][C:13]1[CH:12]=[CH:11][C:6]2[N:7]([CH3:10])[C:8](=[O:9])[CH:2]([NH:1][C:32]([C:24]3[NH:23][C:31]4[C:26]([CH:25]=3)=[CH:27][CH:28]=[CH:29][CH:30]=4)=[O:33])[C:3](=[O:22])[N:4]([C:16]3[CH:21]=[CH:20][CH:19]=[CH:18][CH:17]=3)[C:5]=2[CH:14]=1. Procedure: A mixture of 1.58 g (5 mmoles) of 3-amino-2,4-dioxo-7-chloro-1-methyl-5-phenyl-2,3,4,5-tetrahydro-1H-1,5-benzodiazepine, 0.89 g of 2-indol carboxylic acid, 1.05 g of 1-ethyl-3-(3-dimethylamino)-propyl carbodiimide, 1.02 g of 1-hydroxy benzotriazole and 50 ml of dichloromethane was stirred at ambient temperature for 18 hours and the precipitate formed was separated and washed with dichloromethane to obtain 1.36 g of the expected product melting at about 280° C. (yield 59%) The reactants are O=C(Cl)c1ccccc1, NCCc1ccccc1, ClCCl. Yields the product O=C(NCCc1ccccc1)c1ccccc1. As a reaction SMILES: [C:1]([c:2]1[cH:3][cH:4][cH:5][cH:6][cH:7]1)(=[O:8])[Cl:9].[CH2:10]([CH2:11][c:12]1[cH:13][cH:14][cH:15][cH:16][cH:17]1)[NH2:18].[Cl:19][CH2:20][Cl:21]>>[C:1]([c:2]1[cH:3][cH:4][cH:5][cH:6][cH:7]1)(=[O:8])[NH:18][CH2:10][CH2:11][c:12]1[cH:13][cH:14][cH:15][cH:16][cH:17]1. Reactants: CCOc1cc(C(C)(C)C)ccc1C1=NC(c2ccc(Br)cc2)C(c2ccc(Br)cc2)N1C(=O)Cl, O=C(CN1CCNCC1)N1CCOCC1. The product is CCOc1cc(C(C)(C)C)ccc1C1=NC(c2ccc(Br)cc2)C(c2ccc(Br)cc2)N1C(=O)N1CCN(CC(=O)N2CCOCC2)CC1, Cl. Reaction SMILES: [Br:1][c:2]1[cH:3][cH:4][c:5]([CH:8]2[N:9]=[C:10]([c:23]3[c:24]([O:33][CH2:34][CH3:35])[cH:25][c:26]([C:29]([CH3:30])([CH3:31])[CH3:32])[cH:27][cH:28]3)[N:11]([C:20](=[O:21])[Cl:22])[CH:12]2[c:13]2[cH:14][cH:15][c:16]([Br:19])[cH:17][cH:18]2)[cH:6][cH:7]1.[O:36]1[CH2:37][CH2:38][N:39]([C:42]([CH2:43][N:44]2[CH2:45][CH2:46][NH:47][CH2:48][CH2:49]2)=[O:50])[CH2:40][CH2:41]1>>[Br:1][c:2]1[cH:3][cH:4][c:5]([CH:8]2[N:9]=[C:10]([c:23]3[c:24]([O:33][CH2:34][CH3:35])[cH:25][c:26]([C:29]([CH3:30])([CH3:31])[CH3:32])[cH:27][cH:28]3)[N:11]([C:20](=[O:21])[N:47]3[CH2:46][CH2:45][N:44]([CH2:43][C:42]([N:39]4[CH2:38][CH2:37][O:36][CH2:41][CH2:40]4)=[O:50])[CH2:49][CH2:48]3)[CH:12]2[c:13]2[cH:14][cH:15][c:16]([Br:19])[cH:17][cH:18]2)[cH:6][cH:7]1.[ClH:22]. Starting materials: IC1=CC=C(C(=O)OC)C=C1 (methyl 4-iodobenzoate), C1CCOC1 (THF), C1CCOC1 (THF), O1CCC(CC1)C=O (tetrahydro-2H-pyran-4-carbaldehyde). Conditions: time 15 minute. Product: OC(C1=CC=C(C(=O)OCC)C=C1)C1CCOCC1 (ethyl 4-(hydroxy(tetrahydro-2H-pyran-4-yl)methyl)benzoate). Reaction SMILES: I[C:2]1[CH:11]=[CH:10][C:5]([C:6]([O:8][CH3:9])=[O:7])=[CH:4][CH:3]=1.[O:12]1[CH2:17][CH2:16][CH:15]([CH:18]=[O:19])[CH2:14][CH2:13]1.[CH2:20]1COCC1>>[OH:19][CH:18]([CH:15]1[CH2:16][CH2:17][O:12][CH2:13][CH2:14]1)[C:2]1[CH:11]=[CH:10][C:5]([C:6]([O:8][CH2:9][CH3:20])=[O:7])=[CH:4][CH:3]=1. Reported procedure: To a solution of methyl 4-iodobenzoate (1.21 mL, 7.24 mmol) in THF (12 ml) at −40° C. was added TurboGrignard (1.3 M in THF, 6.13 ml, 7.97 mmol) dropwise. The mixture was stirred for approximately 60 minutes whereupon, tetrahydro-2H-pyran-4-carbaldehyde (0.761 ml, 0.724 mmol) was added dropwise. The mixture was stirred for 15 minutes and slowly warmed to rt over 12 hours. The reaction was quenched with HCl (1N, aq.) and the aq. layer was extracted with EtOAc (3×75 mL). The combined organic layer... Reactants: C1(CCCC1)NC1=NC(=NC(=C1C)C)NCC1=NC=CC=C1 (N4-cyclopentyl-5,6-dimethyl-N2-(pyridin-2-ylmethyl)pyrimidine-2,4-diamine), FC1=C(C=C(C=C1)F)N ((2,5-difluorophenyl)amine). Product: FC1=C(C=C(C=C1)F)NC1=NC(=NC(=C1C)C)NCC1=NC=CC=C1 (N4-(2,5-difluorophenyl)-5,6-dimethyl-N2-(pyridin-2-ylmethyl)pyrimidine-2,4-diamine). RXN SMILES: C1(N[C:7]2[C:12]([CH3:13])=[C:11]([CH3:14])[N:10]=[C:9]([NH:15][CH2:16][C:17]3[CH:22]=[CH:21][CH:20]=[CH:19][N:18]=3)[N:8]=2)CCCC1.[F:23][C:24]1[CH:29]=[CH:28][C:27]([F:30])=[CH:26][C:25]=1[NH2:31]>>[F:23][C:24]1[CH:29]=[CH:28][C:27]([F:30])=[CH:26][C:25]=1[NH:31][C:7]1[C:12]([CH3:13])=[C:11]([CH3:14])[N:10]=[C:9]([NH:15][CH2:16][C:17]2[CH:22]=[CH:21][CH:20]=[CH:19][N:18]=2)[N:8]=1. Reported procedure: The titled compound was synthesized according to the procedure described for preparation of N4-cyclopentyl-5,6-dimethyl-N2-(pyridin-2-ylmethyl)pyrimidine-2,4-diamine (Example 29) using (2,5-difluorophenyl)amine instead of cyclopentanamine. The crude material was purified by column chromatography eluting with mixture of chloroform/ethanol/20% water solution of ammonia (200:10:1), and then the final product was washed with diethyl ether to afford the titled compound as a light-yellow solid. 1H NMR...